From a dataset of the Open Reaction Database (ORD), a public repository of structured organic reaction records. describe an organic reaction: reactants, conditions, products, and yield Starting materials: C(C)(C)(C)SC1CC(N1C(C(=O)OCC1=CC=C(C=C1)[N+](=O)[O-])C(C(CCl)(C)C)=O)=O (p-nitrobenzyl 2-(4-tert-butylthio-2-oxo-1-azetidinyl)-5-chloro-4,4-dimethyl-3-oxopentanoate), Na, CN1N=NN=C1S (1-methyl-5-mercapto-1,2,3,4-tetrazole). Run in CN(C=O)C (dimethylformamide). Yields the product C(C)(C)(C)SC1CC(N1C(C(=O)OCC1=CC=C(C=C1)[N+](=O)[O-])C(C(CSC1=NN=NN1C)(C)C)=O)=O (p-nitrobenzyl 2-(4-tert-butylthio-2-oxo-1-azetidinyl)-4,4-dimethyl-5-[(1-methyl-1,2,3,4-tetrazol-5-yl)-thio]-3-oxopentanoate). Reaction SMILES: [C:1]([S:5][CH:6]1[N:9]([CH:10]([C:24](=[O:30])[C:25]([CH3:29])([CH3:28])[CH2:26]Cl)[C:11]([O:13][CH2:14][C:15]2[CH:20]=[CH:19][C:18]([N+:21]([O-:23])=[O:22])=[CH:17][CH:16]=2)=[O:12])[C:8](=[O:31])[CH2:7]1)([CH3:4])([CH3:3])[CH3:2].[CH3:32][N:33]1[C:37]([SH:38])=[N:36][N:35]=[N:34]1>CN(C)C=O>[C:1]([S:5][CH:6]1[N:9]([CH:10]([C:24](=[O:30])[C:25]([CH3:29])([CH3:28])[CH2:26][S:38][C:37]2[N:33]([CH3:32])[N:34]=[N:35][N:36]=2)[C:11]([O:13][CH2:14][C:15]2[CH:20]=[CH:19][C:18]([N+:21]([O-:23])=[O:22])=[CH:17][CH:16]=2)=[O:12])[C:8](=[O:31])[CH2:7]1)([CH3:4])([CH3:3])[CH3:2]. Procedure details: A mixture of 118 mg (0.25 mmol) of p-nitrobenzyl 2-(4-tert-butylthio-2-oxo-1-azetidinyl)-5-chloro-4,4-dimethyl-3-oxopentanoate and 82 mg (0.59 mmol) of the Na salt of 1-methyl-5-mercapto-1,2,3,4-tetrazole are stirred for 20 hours at room temperature in 0.2 ml of dimethylformamide. The reaction mixture is chromatographed directly on a chromatography column containing 6 g of silica gel using toluene:ethyl acetate (19:1), to give 60 mg of pure title compound as a non-crystalline solid. Starting materials: C(C)(=O)OCC (ethyl acetate), C1(=CC=CC=C1)N(C(=O)C1=CC2=C(N(C(=N2)S)C)C=C1)CCC(=O)OCC (1-methyl-2-mercapto-benzimidazol-5-yl-carboxylic acid-N-phenyl-N-(2-ethoxycarbonylethyl)-amide), C([O-])([O-])=O.[K+].[K+] (potassium carbonate), BrC1=CC(=C(C#N)C=C1)C (4-bromo-methylbenzonitrile). Solvent: C(C)O (ethanol). Reaction conditions: temperature 60 celsius, time 16 hour. Product: C1(=CC=CC=C1)N(C(=O)C1=CC2=C(N(C(=N2)SCC2=CC=C(C=C2)C#N)C)C=C1)CCC(=O)OCC (1-Methyl-2-[(4-cyanophenyl)methylthio]-benzimidazol-5-yl-carboxylic acid-N-phenyl-N-(2-ethoxycarbonylethyl)-amide). As a reaction SMILES: [C:1]1([N:7]([CH2:21][CH2:22][C:23]([O:25][CH2:26][CH3:27])=[O:24])[C:8]([C:10]2[CH:20]=[CH:19][C:13]3[N:14]([CH3:18])[C:15]([SH:17])=[N:16][C:12]=3[CH:11]=2)=[O:9])[CH:6]=[CH:5][CH:4]=[CH:3][CH:2]=1.C(=O)([O-])[O-].[K+].[K+].Br[C:35]1[CH:42]=[CH:41][C:38]([C:39]#[N:40])=[C:37](C)[CH:36]=1.[C:44](OCC)(=O)C>C(O)C>[C:1]1([N:7]([CH2:21][CH2:22][C:23]([O:25][CH2:26][CH3:27])=[O:24])[C:8]([C:10]2[CH:20]=[CH:19][C:13]3[N:14]([CH3:18])[C:15]([S:17][CH2:44][C:35]4[CH:36]=[CH:37][C:38]([C:39]#[N:40])=[CH:41][CH:42]=4)=[N:16][C:12]=3[CH:11]=2)=[O:9])[CH:2]=[CH:3][CH:4]=[CH:5][CH:6]=1 |f:1.2.3|. Procedure details: A solution of 1.30 g (3.4 mMol) of 1-methyl-2-mercapto-benzimidazol-5-yl-carboxylic acid-N-phenyl-N-(2-ethoxycarbonylethyl)-amide, 0.52 g (3.74 mMol) of potassium carbonate and 0.66 g (3.4 mMol) of 4-bromo-methylbenzonitrile were dissolved in 40 ml of absolute ethanol, stirred for 4 hours at 60° C. and 16 hours at room temperature. Then the solvent was distilled off in vacuo, the crude product was taken up in 30 ml of methylene chloride, washed with 40 ml of water and dried with sodium sulphate.... The reactants are CCN=C=NCCCN(C)C, CCN(C(C)C)C(C)C, Cl, Cl, O=C(O)c1cc(-c2ccccc2F)[nH]n1, CC(=O)c1ccccc1F, NCC(=O)N1CCC(Oc2cccc(C(F)(F)F)c2)CC1, CN(C)C=O, O, On1nnc2ccccc21. The product is O=C(NCC(=O)N1CCC(Oc2cccc(C(F)(F)F)c2)CC1)c1cc(-c2ccccc2F)[nH]n1. Reaction SMILES: [CH3:45][CH2:46][N:47]=[C:48]=[N:49][CH2:50][CH2:51][CH2:52][N:53]([CH3:54])[CH3:55].[CH:1]([N:2]([CH2:3][CH3:4])[CH:5]([CH3:6])[CH3:7])([CH3:8])[CH3:9].[ClH:56].[ClH:57].[F:10][c:11]1[c:12](-[c:17]2[cH:18][c:19]([C:22](=[O:23])[OH:24])[n:20][nH:21]2)[cH:13][cH:14][cH:15][cH:16]1.[F:25][c:26]1[cH:27][cH:28][cH:29][cH:30][c:31]1[C:32](=[O:33])[CH3:34].[NH2:58][CH2:59][C:60](=[O:61])[N:62]1[CH2:63][CH2:64][CH:65]([O:68][c:69]2[cH:70][c:71]([C:75]([F:76])([F:77])[F:78])[cH:72][cH:73][cH:74]2)[CH2:66][CH2:67]1.[O:79]=[CH:80][N:81]([CH3:82])[CH3:83].[OH2:84].[OH:35][n:36]1[c:37]2[c:38]([cH:39][cH:40][cH:41][cH:42]2)[n:43][n:44]1>>[F:10][c:11]1[c:12](-[c:17]2[cH:18][c:19]([C:22](=[O:24])[NH:58][CH2:59][C:60](=[O:61])[N:62]3[CH2:63][CH2:64][CH:65]([O:68][c:69]4[cH:70][c:71]([C:75]([F:76])([F:77])[F:78])[cH:72][cH:73][cH:74]4)[CH2:66][CH2:67]3)[n:20][nH:21]2)[cH:13][cH:14][cH:15][cH:16]1.